Dataset: the Open Reaction Database (ORD), a public repository of structured organic reaction records. Task: describe an organic reaction: reactants, conditions, products, and yield Reactants: 7R, 7S, C(C1=CC=CC=C1)N(CCOCC1COC2=C(C=3N(C1)C=1C=C(C=CC1C3C3CCCCC3)C(=O)NS(=O)(=O)N(C)CC(OC)OC)C=CC=C2)C (7-({2-[benzyl(methyl)amino]ethoxy}methyl)-14-cyclohexyl-N-{[(2,2-dimethoxyethyl)(methyl)amino]sulfonyl}-7,8-dihydro-6H-indolo[1,2-e][1,5]benzoxazocine-11-carboxamide), CC(=O)O (AcOH). The reagents and catalysts are [Pd] (Pd/C). Run in CO (MeOH). Conditions: time 12 hour. Product: C1(CCCCC1)C=1C=2C=CC(=CC2N2CC(COC3=C(C21)C=CC=C3)COCCNC)C(=O)NS(=O)(=O)N(C)CC(OC)OC (14-cyclohexyl-N-{[(2,2-dimethoxyethyl)(methyl)amino]sulfonyl}-7-{[2-(methylamino)ethoxy]methyl}-7,8-dihydro-6H-indolo[1,2-e][1,5]benzoxazocine-11-carboxamide). RXN SMILES: [CH2:1]([N:8](C)[CH2:9][CH2:10][O:11][CH2:12][CH:13]1[CH2:20][N:19]2[C:21]3[CH:22]=[C:23]([C:34]([NH:36][S:37]([N:40]([CH2:42][CH:43]([O:46][CH3:47])[O:44][CH3:45])[CH3:41])(=[O:39])=[O:38])=[O:35])[CH:24]=[CH:25][C:26]=3[C:27]([CH:28]3[CH2:33][CH2:32][CH2:31][CH2:30][CH2:29]3)=[C:18]2[C:17]2[CH:48]=[CH:49][CH:50]=[CH:51][C:16]=2[O:15][CH2:14]1)C1C=CC=CC=1.CC(O)=O>CO.[Pd]>[CH:28]1([C:27]2[C:26]3[CH:25]=[CH:24][C:23]([C:34]([NH:36][S:37]([N:40]([CH2:42][CH:43]([O:46][CH3:47])[O:44][CH3:45])[CH3:41])(=[O:39])=[O:38])=[O:35])=[CH:22][C:21]=3[N:19]3[C:18]=2[C:17]2[CH:48]=[CH:49][CH:50]=[CH:51][C:16]=2[O:15][CH2:14][CH:13]([CH2:12][O:11][CH2:10][CH2:9][NH:8][CH3:1])[CH2:20]3)[CH2:29][CH2:30][CH2:31][CH2:32][CH2:33]1. Procedure details: A solution of (7R or 7S)-7-({2-[benzyl(methyl)amino]ethoxy}methyl)-14-cyclohexyl-N-{[(2,2-dimethoxyethyl)(methyl)amino]sulfonyl}-7,8-dihydro-6H-indolo[1,2-e][1,5]benzoxazocine-11-carboxamide in MeOH (0.06 M) was treated with AcOH (1 eq) and Pd/C (2 eq). The resulting mixture was stirred for 12 h under an H2 atmosphere. The mixture was filtered and then concentrated in vacuo to afford the title compound. The crude material was used in the next step without further purification. (ES+) m/z 643 (M+H... The reactants are [Li].COC=1C=C(CN2C(C(CC2)(CC2=CC=C(C=C2)F)CCCN2CCC(CC2)NC2=NC3=C(N2CCCC(=O)O)C=CC=C3)=O)C=C(C1OC)OC (1-(3,4,5-trimethoxybenzyl)-3-(3-(4-(1-(3-carboxypropyl)-1H-benzimidazol-2-yl-amino)piperidin-1-yl)propyl)-3-(4-fluorophenylmethyl)-2-oxopyrrolidine lithium salt), C(C)OCC (diethyl ether), CO (methanol), Cl (hydrochloric acid). Solvent: O1CCOCC1 (dioxane). Run at temperature -30 celsius, time 10 minute. Yields the product Cl.COC=1C=C(CN2C(C(CC2)(CC2=CC=C(C=C2)F)CCCN2CCC(CC2)NC2=NC3=C(N2CCCC(=O)O)C=CC=C3)=O)C=C(C1OC)OC (1-(3,4,5-trimethoxybenzyl)-3-(3-(4-(1-(3-carboxypropyl)-1H-benzimidazol-2-yl-amino)piperidin-1-yl)propyl)-3-(4-fluorophenylmethyl)-2-oxopyrrolidine hydrochloric acid salt). As a reaction SMILES: [Li].[CH3:2][O:3][C:4]1[CH:5]=[C:6]([CH:47]=[C:48]([O:52][CH3:53])[C:49]=1[O:50][CH3:51])[CH2:7][N:8]1[CH2:12][CH2:11][C:10]([CH2:21][CH2:22][CH2:23][N:24]2[CH2:29][CH2:28][CH:27]([NH:30][C:31]3[N:35]([CH2:36][CH2:37][CH2:38][C:39]([OH:41])=[O:40])[C:34]4[CH:42]=[CH:43][CH:44]=[CH:45][C:33]=4[N:32]=3)[CH2:26][CH2:25]2)([CH2:13][C:14]2[CH:19]=[CH:18][C:17]([F:20])=[CH:16][CH:15]=2)[C:9]1=[O:46].CO.[ClH:56].C(OCC)C>O1CCOCC1>[ClH:56].[CH3:53][O:52][C:48]1[CH:47]=[C:6]([CH:5]=[C:4]([O:3][CH3:2])[C:49]=1[O:50][CH3:51])[CH2:7][N:8]1[CH2:12][CH2:11][C:10]([CH2:21][CH2:22][CH2:23][N:24]2[CH2:29][CH2:28][CH:27]([NH:30][C:31]3[N:35]([CH2:36][CH2:37][CH2:38][C:39]([OH:41])=[O:40])[C:34]4[CH:42]=[CH:43][CH:44]=[CH:45][C:33]=4[N:32]=3)[CH2:26][CH2:25]2)([CH2:13][C:14]2[CH:19]=[CH:18][C:17]([F:20])=[CH:16][CH:15]=2)[C:9]1=[O:46] |f:0.1,6.7,^1:0|. Reported procedure: Combine 1-(3,4,5-trimethoxybenzyl)-3-(3-(4-(1-(3-carboxypropyl)-1H-benzimidazol-2-yl-amino)piperidin-1-yl)propyl)-3-(4-fluorophenylmethyl)-2-oxopyrrolidine lithium salt (0.21 g, 0.29 mmol) and methanol (10 mL). Add a solution of hydrochloric acid (0.3 mL, 4 M) in dioxane. After 10 minutes, pour the reaction mixture into diethyl ether (300 mL) and cool to about −30° C. to give a solid. Collect the solid by filtration and dry to give the title compound. Reactants: COCCOCCOC=1C=C(C=CC1)C=CC(=O)O (3-{3-[2-(2-methoxyethoxy)ethoxy]phenyl}acrylic acid), S(=O)(Cl)Cl (thionyl chloride), CN(C=O)C (N,N-dimethylformamide), [N-]=[N+]=[N-].[Na+] (sodium azide). The solvent is O.O1CCOCC1 (water dioxane). Run at temperature 0 celsius, time 30 minute. Product: COCCOCCOC=1C=C2C=CNC(C2=CC1)=O (6-[2-(2-Methoxyethoxy)ethoxyl]-2H-isoquinolin-1-one). The yield is 32.0%. As a reaction SMILES: [CH3:1][O:2][CH2:3][CH2:4][O:5][CH2:6][CH2:7][O:8][C:9]1[CH:10]=[C:11]([CH:15]=[CH:16]C(O)=O)[CH:12]=[CH:13][CH:14]=1.S(Cl)(Cl)=O.C[N:25](C)[CH:26]=[O:27].[N-]=[N+]=[N-].[Na+]>O.O1CCOCC1>[CH3:1][O:2][CH2:3][CH2:4][O:5][CH2:6][CH2:7][O:8][C:9]1[CH:10]=[C:11]2[C:12](=[CH:13][CH:14]=1)[C:26](=[O:27])[NH:25][CH:16]=[CH:15]2 |f:3.4,5.6|. Procedure details: To 3-{3-[2-(2-methoxyethoxy)ethoxy]phenyl}acrylic acid (10.7 g, 40.4 mmol) was added thionyl chloride (60 mL) and N,N-dimethylformamide (5 mL) and the reaction solution was refluxed under nitrogen atmosphere for 15 h. The reaction solution was dried, concentrated and the resulting oil was taken up in 1,4-dioxane (25 mL) and added dropwise during 15 min to a solution of sodium azide (7.87 g, 121 mmol) in water/dioxane (28 mL, 1:1) at 0° C. The suspension was stirred 30 min at 0° C., after which t... Reactants: C(C)(=O)N1CCC(CC1)C(C1=CC=C(C=C1)OC1=CC=CC=C1)=O (1-acetyl-4-(4-phenoxybenzoyl)piperidine), Cl (HCl), Cl (hydrochloride). Product: Cl.O(C1=CC=CC=C1)C1=CC=C(C(=O)C2CCNCC2)C=C1 (4-(4-phenoxybenzoyl)piperidine hydrochloride). RXN SMILES: C([N:4]1[CH2:9][CH2:8][CH:7]([C:10](=[O:24])[C:11]2[CH:16]=[CH:15][C:14]([O:17][C:18]3[CH:23]=[CH:22][CH:21]=[CH:20][CH:19]=3)=[CH:13][CH:12]=2)[CH2:6][CH2:5]1)(=O)C.[ClH:25]>>[ClH:25].[O:17]([C:14]1[CH:15]=[CH:16][C:11]([C:10]([CH:7]2[CH2:6][CH2:5][NH:4][CH2:9][CH2:8]2)=[O:24])=[CH:12][CH:13]=1)[C:18]1[CH:19]=[CH:20][CH:21]=[CH:22][CH:23]=1 |f:2.3|. Procedure: A sample of 48.8 g of 1-acetyl-4-(4-phenoxybenzoyl)piperidine is refluxed for 6 hours in 6N HCl. Upon cooling a white solid precipitates from solution, is collected, washed with water, then acetone, and dried. The filtrate is extracted with ether, the aqueous phase is basified with sodium hydroxide and extracted with benzene. The benzene is dried, and the solvent is removed under reduced pressure to give a solid which is converted to a hydrochloride. The salt is recrystallized from an ethanol-et...